Dataset: the Open Reaction Database (ORD), a public repository of structured organic reaction records. Task: describe an organic reaction: reactants, conditions, products, and yield The reactants are CCC(=O)Cl, Cc1cc(C2=NNC(C)(C#N)Cc3cc4c(cc32)OCO4)ccc1[N+](=O)[O-]. The product is CCC(=O)N1N=C(c2ccc([N+](=O)[O-])c(C)c2)c2cc3c(cc2CC1(C)C#N)OCO3. RXN SMILES: [C:1]([CH2:2][CH3:3])(=[O:4])[Cl:5].[C:6](#[N:7])[C:8]1([CH3:32])[NH:9][N:10]=[C:11]([c:22]2[cH:23][c:24]([CH3:31])[c:25]([N+:28](=[O:29])[O-:30])[cH:26][cH:27]2)[c:12]2[c:13]([cH:15][c:16]3[c:17]([cH:18]2)[O:19][CH2:20][O:21]3)[CH2:14]1>>[C:1]([CH2:2][CH3:3])(=[O:4])[N:9]1[C:8]([C:6]#[N:7])([CH3:32])[CH2:14][c:13]2[c:12]([cH:18][c:17]3[c:16]([cH:15]2)[O:21][CH2:20][O:19]3)[C:11]([c:22]2[cH:23][c:24]([CH3:31])[c:25]([N+:28](=[O:29])[O-:30])[cH:26][cH:27]2)=[N:10]1. Isolated yield 72.4%. The reagents and catalysts are C(C)(=O)[O-].[Rh+2].C(C)(=O)[O-] (rhodium(II) acetate). Product: C(#N)C1=C(C=CC=C1)C1=CC=C(C=C1)CC=1C(N(C=2N(C1CCC)N=C(N2)C)[C@@H]2CC[C@H](CC2)OC(C(=O)OCC)CC)=O (ethyl 2-[(trans-4-{6-[(2′-cyanobiphenyl-4-yl)methyl]-2-methyl-5-oxo-7-propyl[1,2,4]triazolo[1,5-a]pyrimidin-4(5H)-yl}cyclohexyl)oxy]butanoate). As a reaction SMILES: [OH:1][C@H:2]1[CH2:7][CH2:6][C@H:5]([N:8]2[C:13](=[O:14])[C:12]([CH2:15][C:16]3[CH:21]=[CH:20][C:19]([C:22]4[C:23]([C:28]#[N:29])=[CH:24][CH:25]=[CH:26][CH:27]=4)=[CH:18][CH:17]=3)=[C:11]([CH2:30][CH2:31][CH3:32])[N:10]3[N:33]=[C:34]([CH3:36])[N:35]=[C:9]23)[CH2:4][CH2:3]1.[CH2:37]([O:39][C:40](=[O:46])[C:41](=[N+]=[N-])[CH2:42][CH3:43])[CH3:38].O>C1(C)C=CC=CC=1.C([O-])(=O)C.[Rh+2].C([O-])(=O)C>[C:28]([C:23]1[CH:24]=[CH:25][CH:26]=[CH:27][C:22]=1[C:19]1[CH:20]=[CH:21][C:16]([CH2:15][C:12]2[C:13](=[O:14])[N:8]([C@H:5]3[CH2:6][CH2:7][C@H:2]([O:1][CH:41]([CH2:42][CH3:43])[C:40]([O:39][CH2:37][CH3:38])=[O:46])[CH2:3][CH2:4]3)[C:9]3[N:10]([N:33]=[C:34]([CH3:36])[N:35]=3)[C:11]=2[CH2:30][CH2:31][CH3:32])=[CH:17][CH:18]=1)#[N:29] |f:4.5.6|. Run at temperature 80 celsius, time 30 minute. Run in C1(=CC=CC=C1)C (toluene), C1(=CC=CC=C1)C (toluene). Starting materials: O[C@@H]1CC[C@H](CC1)N1C=2N(C(=C(C1=O)CC1=CC=C(C=C1)C=1C(=CC=CC1)C#N)CCC)N=C(N2)C (4′-{[4-(trans-4-hydroxycyclohexyl)-2-methyl-5-oxo-7-propyl-4,5-dihydro[1,2,4]triazolo[1,5-a]pyrimidin-6-yl]methyl}biphenyl-2-carbonitrile), C(C)OC(C(CC)=[N+]=[N-])=O (2-diazobutyric acid ethyl ester), O (water). Reported procedure: A mixture of 4′-{[4-(trans-4-hydroxycyclohexyl)-2-methyl-5-oxo-7-propyl-4,5-dihydro[1,2,4]triazolo[1,5-a]pyrimidin-6-yl]methyl}biphenyl-2-carbonitrile (0.77 g), rhodium(II) acetate (dimer) (0.0070 g) and toluene (10 mL) was heated to 80° C. under an argon atmosphere, a solution of 2-diazobutyric acid ethyl ester (0.91 g) in toluene (10 mL) was added dropwise, and the mixture was stirred at 80° C. for 30 min. The reaction mixture was added to water, and the mixture was extracted with ethyl acetat... The reactants are C(C)OC(=O)C=1N=C(N(C1C(O)C1=C(C=C(C=C1)Cl)C)C(C)C)Br (2-bromo-5-[(4-chloro-2-methyl-phenyl)-hydroxy-methyl]-1-isopropyl-1H-imidazole-4-carboxylic acid ethyl ester), C(C)OC(=O)C=1N=C(N(C1C(O)C1=C(C=C(C=C1)Cl)C)C(C)C)Br (2-bromo-5-[(4-chloro-2-methyl-phenyl)-hydroxy-methyl]-1-isopropyl-1H-imidazole-4-carboxylic acid ethyl ester), NC1=NC=CC(=C1)Cl (2-amino-4-chloro-pyridine). Yields the product BrC1=NC2=C(N1C(C)C)C(N(C2=O)C2=NC=CC(=C2)Cl)C2=C(C=C(C=C2)Cl)C (2-Bromo-6-(4-chloro-2-methyl-phenyl)-5-(4-chloro-pyridinyl)-1-isopropyl-5,6-dihydro-1H-pyrrolo[3,4-d]imidazole-4-one). Reaction SMILES: C(O[C:4]([C:6]1[N:7]=[C:8]([Br:24])[N:9]([CH:21]([CH3:23])[CH3:22])[C:10]=1[CH:11]([C:13]1[CH:18]=[CH:17][C:16]([Cl:19])=[CH:15][C:14]=1[CH3:20])O)=[O:5])C.[NH2:25][C:26]1[CH:31]=[C:30]([Cl:32])[CH:29]=[CH:28][N:27]=1>>[Br:24][C:8]1[N:9]([CH:21]([CH3:22])[CH3:23])[C:10]2[CH:11]([C:13]3[CH:18]=[CH:17][C:16]([Cl:19])=[CH:15][C:14]=3[CH3:20])[N:25]([C:26]3[CH:31]=[C:30]([Cl:32])[CH:29]=[CH:28][N:27]=3)[C:4](=[O:5])[C:6]=2[N:7]=1. Reported procedure: The title compound was prepared in analogy to the procedure described for step E2 using 2-bromo-5-[(4-chloro-2-methyl-phenyl)-hydroxy-methyl]-1-isopropyl-1H-imidazole-4-carboxylic acid ethyl ester (intermediate C) and 2-amino-4-chloro-pyridine as starting materials. tR: 1.42 min (LC-MS 1); ESI-MS: 527.2 [M+H]+ (LC-MS 1). Solvent: ClCCl (dichloromethane). Procedure details: 16 g (0.039 mol) of 5-biphenyl-4-yl-2-phenyl-5,6-dihydrophenanthridine are dissolved in 300 ml of dichloromethane. and 62.13 g (0.393 mol) of potassium permanganate are added in portions to this solution, and the mixture is stirred at room temperature for two days. After this time, the remaining potassium permanganate is filtered off, the solution is evaporated and purified by chromatography (eluent: heptane/dichloromethane, 5:1). The residue is recrystallised from n-heptane. The yield is 14 g (... The product is C1(=CC=C(C=C1)N1C=2C=CC(=CC2C2=CC=CC=C2C1=O)C1=CC=CC=C1)C1=CC=CC=C1 (5-Biphenyl-4-yl-2-phenyl-6(5H)-phenanthridinone). As a reaction SMILES: [C:1]1([C:27]2[CH:32]=[CH:31][CH:30]=[CH:29][CH:28]=2)[CH:6]=[CH:5][C:4]([N:7]2[CH2:20][C:19]3[C:14](=[CH:15][CH:16]=[CH:17][CH:18]=3)[C:13]3[CH:12]=[C:11]([C:21]4[CH:26]=[CH:25][CH:24]=[CH:23][CH:22]=4)[CH:10]=[CH:9][C:8]2=3)=[CH:3][CH:2]=1.[Mn]([O-])(=O)(=O)=[O:34].[K+]>ClCCl>[C:1]1([C:27]2[CH:28]=[CH:29][CH:30]=[CH:31][CH:32]=2)[CH:2]=[CH:3][C:4]([N:7]2[C:20](=[O:34])[C:19]3[C:14](=[CH:15][CH:16]=[CH:17][CH:18]=3)[C:13]3[CH:12]=[C:11]([C:21]4[CH:26]=[CH:25][CH:24]=[CH:23][CH:22]=4)[CH:10]=[CH:9][C:8]2=3)=[CH:5][CH:6]=1 |f:1.2|. Conditions: time 2 day. Starting materials: C1(=CC=C(C=C1)N1C=2C=CC(=CC2C2=CC=CC=C2C1)C1=CC=CC=C1)C1=CC=CC=C1 (5-biphenyl-4-yl-2-phenyl-5,6-dihydrophenanthridine), [Mn](=O)(=O)(=O)[O-].[K+] (potassium permanganate). Reactants: C(C)[C@@H]1OC2=C(N(C1=O)CC)C=CC(=C2)C(=O)OC ((S)-2,4-diethyl-7-methoxycarbonyl-3-oxo-3,4-dihydro-2H-1,4-benzoxazine). The solvent is Cl (hydrochloric acid). The product is C(C)[C@@H]1OC2=C(N(C1=O)CC)C=CC(=C2)C(=O)O ((S)-2,4-diethyl-3-oxo-3,4-dihydro-2H-1,4-benzoxazine-7-carboxylic acid). Yield: 81.7%. Reaction SMILES: [CH2:1]([C@H:3]1[C:8](=[O:9])[N:7]([CH2:10][CH3:11])[C:6]2[CH:12]=[CH:13][C:14]([C:16]([O:18]C)=[O:17])=[CH:15][C:5]=2[O:4]1)[CH3:2]>Cl>[CH2:1]([C@H:3]1[C:8](=[O:9])[N:7]([CH2:10][CH3:11])[C:6]2[CH:12]=[CH:13][C:14]([C:16]([OH:18])=[O:17])=[CH:15][C:5]=2[O:4]1)[CH3:2]. Reported procedure: A mixture of (S)-2,4-diethyl-7-methoxycarbonyl-3-oxo-3,4-dihydro-2H-1,4-benzoxazine (1.90 g) in concentrated hydrochloric acid (40 ml) was stirred under reflux for a day. The concentrated hydrochloric acid was distilled off under reduced pressure to give (S)-2,4-diethyl-3-oxo-3,4-dihydro-2H-1,4-benzoxazine-7-carboxylic acid (1.47 g). Reactants: BrB(Br)Br, ClCCl, COc1ccc2[nH]c(C)cc2c1, [Na+], [OH-], O. Yields the product Cc1cc2cc(O)ccc2[nH]1. As a reaction SMILES: [B:1]([Br:2])([Br:3])[Br:4].[CH2:20]([Cl:21])[Cl:22].[CH3:5][O:6][c:7]1[cH:8][c:9]2[cH:10][c:11]([CH3:16])[nH:12][c:13]2[cH:14][cH:15]1.[Na+:19].[OH-:18].[OH2:17]>>[OH:6][c:7]1[cH:8][c:9]2[cH:10][c:11]([CH3:16])[nH:12][c:13]2[cH:14][cH:15]1. Starting materials: OCCC=1C=C(C=CC1)OC(C)=O (Acetic acid 3-(2-hydroxy-ethyl)-phenyl ester), COC(=O)C1(CC2=CC=CC=C2C1)NC(C1=CC(=C(C=C1)OC)O)=O (2-(3-Hydroxy-4-methoxy-benzoylamino)-indane-2-carboxylic acid methyl ester), ester. Yields the product OC=1C=C(C=CC1)CCOC=1C=C(C(=O)NC2(CC3=CC=CC=C3C2)C(=O)O)C=CC1OC (2-{3-[2-(3-Hydroxy-phenyl)-ethoxy]-4-methoxy-benzoylamino}-indane-2-carboxylic acid). Reaction SMILES: O[CH2:2][CH2:3][C:4]1[CH:5]=[C:6]([O:10]C(=O)C)[CH:7]=[CH:8][CH:9]=1.C[O:15][C:16]([C:18]1([NH:27][C:28](=[O:38])[C:29]2[CH:34]=[CH:33][C:32]([O:35][CH3:36])=[C:31]([OH:37])[CH:30]=2)[CH2:26][C:25]2[C:20](=[CH:21][CH:22]=[CH:23][CH:24]=2)[CH2:19]1)=[O:17]>>[OH:10][C:6]1[CH:5]=[C:4]([CH2:3][CH2:2][O:37][C:31]2[CH:30]=[C:29]([CH:34]=[CH:33][C:32]=2[O:35][CH3:36])[C:28]([NH:27][C:18]2([C:16]([OH:15])=[O:17])[CH2:19][C:20]3[C:25](=[CH:24][CH:23]=[CH:22][CH:21]=3)[CH2:26]2)=[O:38])[CH:9]=[CH:8][CH:7]=1. Reported procedure: The compound of step 1 and the compound of step 2 of example 15 were reacted in analogy to step 3 of example 15 and the obtained ester hydrolyzed in analogy to example 16.